From a dataset of the Open Reaction Database (ORD), a public repository of structured organic reaction records. describe an organic reaction: reactants, conditions, products, and yield The reactants are COC(=O)C(Cc1ccc(OCCc2nc(-c3ccccc3)oc2C)cc1)C(=O)OC, CO, [Na+], C1CCOC1, [OH-]. The product is COC(=O)C(Cc1ccc(OCCc2nc(-c3ccccc3)oc2C)cc1)C(=O)O. As a reaction SMILES: [CH3:1][c:2]1[c:3]([CH2:13][CH2:14][O:15][c:16]2[cH:17][cH:18][c:19]([CH2:20][CH:21]([C:22](=[O:23])[O:24][CH3:25])[C:26](=[O:27])[O:28][CH3:29])[cH:30][cH:31]2)[n:4][c:5](-[c:7]2[cH:8][cH:9][cH:10][cH:11][cH:12]2)[o:6]1.[CH3:34][OH:35].[Na+:33].[O:36]1[CH2:37][CH2:38][CH2:39][CH2:40]1.[OH-:32]>>[CH3:1][c:2]1[c:3]([CH2:13][CH2:14][O:15][c:16]2[cH:17][cH:18][c:19]([CH2:20][CH:21]([C:22](=[O:23])[O:24][CH3:25])[C:26](=[O:27])[OH:28])[cH:30][cH:31]2)[n:4][c:5](-[c:7]2[cH:8][cH:9][cH:10][cH:11][cH:12]2)[o:6]1. The reactants are C(=O)(OC(C)(C)C)N1[C@H](CCC[C@@H]1CCC1=CC=CC=C1)C (trans-N-Boc-2-methyl-6-(2-phenylethyl)piperidine). Run in FC(C(=O)O)(F)F (trifloroacetic acid), ClCCl (dichloromethane). Product: C[C@@H]1N[C@H](CCC1)CCC1=CC=CC=C1 (trans-2-methyl-6-(2-phenylethyl)piperidine). As a reaction SMILES: C([N:8]1[C@@H:13]([CH2:14][CH2:15][C:16]2[CH:21]=[CH:20][CH:19]=[CH:18][CH:17]=2)[CH2:12][CH2:11][CH2:10][C@@H:9]1[CH3:22])(OC(C)(C)C)=O>FC(F)(F)C(O)=O.ClCCl>[CH3:22][C@H:9]1[CH2:10][CH2:11][CH2:12][C@H:13]([CH2:14][CH2:15][C:16]2[CH:17]=[CH:18][CH:19]=[CH:20][CH:21]=2)[NH:8]1. Procedure details: To a stirred solution of trans-N-Boc-2-methyl-6-(2-phenylethyl)piperidine (1.4 g, 5.50 mmol) in 15% trifloroacetic acid (35 mL) in dichloromethane was stirred for 2 h at room temperature, and the reaction mixture was quenched with 65 mL saturated NaHCO3 solution. The mixture was extracted with ether *5 and the combined extracts were dried over K2CO3 and then concentrated to give trans-2-methyl-6-(2-phenylethyl)piperidine as an oil. The crude oil was immediately dissolved in a small amount of eth... Yields the product C=C(C)CC1(c2ccccc2)CCCN(C(C)c2ccc(-c3ccnc(OC)c3)cc2)C(=O)O1. The reactants are C=C(C)CC1(c2ccccc2)CCCN(C(C)c2ccc(Br)cc2)C(=O)O1, COc1cc(B2OC(C)(C)C(C)(C)O2)ccn1. Reaction SMILES: [Br:1][c:2]1[cH:3][cH:4][c:5]([CH:8]([CH3:9])[N:10]2[C:11](=[O:27])[O:12][C:13]([c:17]3[cH:18][cH:19][cH:20][cH:21][cH:22]3)([CH2:23][C:24](=[CH2:25])[CH3:26])[CH2:14][CH2:15][CH2:16]2)[cH:6][cH:7]1.[CH3:28][O:29][c:30]1[n:31][cH:32][cH:33][c:34]([B:36]2[O:37][C:38]([CH3:39])([CH3:40])[C:41]([CH3:42])([CH3:43])[O:44]2)[cH:35]1>>[c:2]1(-[c:34]2[cH:33][cH:32][n:31][c:30]([O:29][CH3:28])[cH:35]2)[cH:3][cH:4][c:5]([CH:8]([CH3:9])[N:10]2[C:11](=[O:27])[O:12][C:13]([c:17]3[cH:18][cH:19][cH:20][cH:21][cH:22]3)([CH2:23][C:24](=[CH2:25])[CH3:26])[CH2:14][CH2:15][CH2:16]2)[cH:6][cH:7]1. Reactants: COC=1C=CC(=CC1)P2(=S)SP(=S)(S2)C=3C=CC(=CC3)OC (Lawesson's reagent), C(C=C)C1C(NCC(CC1)C1=C(C(=CC=C1)F)F)=O (3-allyl-6-(2,3-difluorophenyl)azepan-2-one). Run in C1(=CC=CC=C1)C (toluene). Reaction conditions: temperature 45 celsius, time 3 hour. Yields the product C(C=C)C1C(NCC(CC1)C1=C(C(=CC=C1)F)F)=S (3-Allyl-6-(2,3-difluorophenyl)azepane-2-thione). Yield: 56.7%. As a reaction SMILES: COC1C=CC(P2(SP(C3C=CC(OC)=CC=3)(=S)S2)=[S:10])=CC=1.[CH2:23]([CH:26]1[CH2:32][CH2:31][CH:30]([C:33]2[CH:38]=[CH:37][CH:36]=[C:35]([F:39])[C:34]=2[F:40])[CH2:29][NH:28][C:27]1=O)[CH:24]=[CH2:25]>C1(C)C=CC=CC=1>[CH2:23]([CH:26]1[CH2:32][CH2:31][CH:30]([C:33]2[CH:38]=[CH:37][CH:36]=[C:35]([F:39])[C:34]=2[F:40])[CH2:29][NH:28][C:27]1=[S:10])[CH:24]=[CH2:25]. Procedure details: Lawesson's reagent [2,4-bis(4-methoxyphenyl)-1,3-dithia-2,4-diphosphetane-2,4-disulfide] (649 mg, 1.61 mmol) was added to a suspension 3-allyl-6-(2,3-difluorophenyl)azepan-2-one (426 mg, 1.61 mmol) in toluene (10 mL). After 3 h, the reaction mixture was heated to 45° C. After 30 min, the mixture was concentrated in a cold water bath. Purification by silica gel chromatography (100% hexanes→70% hexanes/ethyl acetate) gave the title compound (257 mg). MS 282.1 (M+1). Reactants: C1(=CC=CC=C1)C(C(=O)N=C=O)(C)C1=CC=CC=C1 (2,2-diphenylpropionyl isocyanate), C1(CCCCC1)O (cyclohexanol). Product: C1(CCCCC1)OC(NC(C(C)(C1=CC=CC=C1)C1=CC=CC=C1)=O)=O ((2,2-Diphenyl-propionyl)-carbamic acid cyclohexyl ester). As a reaction SMILES: [C:1]1([C:7]([C:14]2[CH:19]=[CH:18][CH:17]=[CH:16][CH:15]=2)([CH3:13])[C:8]([N:10]=[C:11]=[O:12])=[O:9])[CH:6]=[CH:5][CH:4]=[CH:3][CH:2]=1.[CH:20]1([OH:26])[CH2:25][CH2:24][CH2:23][CH2:22][CH2:21]1>>[CH:20]1([O:26][C:11](=[O:12])[NH:10][C:8](=[O:9])[C:7]([C:1]2[CH:2]=[CH:3][CH:4]=[CH:5][CH:6]=2)([C:14]2[CH:19]=[CH:18][CH:17]=[CH:16][CH:15]=2)[CH3:13])[CH2:25][CH2:24][CH2:23][CH2:22][CH2:21]1. Reported procedure: The title compound, white solid, m.p.=126° C. and MS: m/e=351.4 (M+H+) was prepared in accordance with the general method of example 1 from 2,2-diphenylpropionyl isocyanate and cyclohexanol.